From a dataset of the Open Reaction Database (ORD), a public repository of structured organic reaction records. describe an organic reaction: reactants, conditions, products, and yield The reactants are O=[O+][O-] (Ozone), [Si](C1=CC=CC=C1)(C1=CC=CC=C1)(C(C)(C)C)OC=C(CCO)CCO (3-(tert-butyldiphenylsilyloxymethylene)-1,5-pentanediol), [BH4-].[Na+] (NaBH4). The solvent is CO (methanol). Product: C(C)(C)(C)C(O[SiH](C1=CC=CC=C1)C1=CC=CC=C1)=C(CCO)CCO (3-(tertbutyldiphenylsilyloxymethylene)-pentane-1,5-diol), diol. Isolated yield 22.0%. RXN SMILES: O=[O+][O-].[Si:4]([O:21][CH:22]=[C:23]([CH2:27][CH2:28][OH:29])[CH2:24][CH2:25][OH:26])(C(C)(C)C)([C:11]1[CH:16]=[CH:15][CH:14]=[CH:13][CH:12]=1)[C:5]1[CH:10]=[CH:9][CH:8]=[CH:7][CH:6]=1.[BH4-].[Na+]>CO>[C:23]([C:22](=[C:23]([CH2:27][CH2:28][OH:29])[CH2:24][CH2:25][OH:26])[O:21][SiH:4]([C:5]1[CH:6]=[CH:7][CH:8]=[CH:9][CH:10]=1)[C:11]1[CH:16]=[CH:15][CH:14]=[CH:13][CH:12]=1)([CH3:27])([CH3:24])[CH3:22] |f:2.3|. Procedure: Ozone was bubbled through a -78° C. dry methanol (500 mL) solution of 3-(tert-butyldiphenylsilyloxymethylene)-1,5-pentanediol (17 g, 47 mmol) until a blue tint persisted (30 minutes). The reaction was purged with nitrogen (20 min.) and NaBH4 (17.6 g, 47 mmol) was added. The cold bath was removed and the reaction brought to room temperature. The reaction was concentrated in vacuo and the residue partitioned between ether and brine. The ether layer was concentrated and the residue eluted over a si... The reactants are C(C)(C)(C)C1=CC=C(C=C1)S(=O)(=O)NC1=NC(=NC(=C1OC1=C(C=CC=C1)OC)Cl)Cl (4-t-butyl-N-[2,6-dichloro-5-(2-methoxyphenoxy)-4-pyrimidinyl]benzenesulfonamide), C(C)(C)N1CCNCC1 (1-isopropylpiperazine). Product: C(C)(C)(C)C1=CC=C(C=C1)S(=O)(=O)NC1=NC(=NC(=C1OC1=C(C=CC=C1)OC)Cl)N1CCN(CC1)C(C)C (4-t-butyl-N-[6-chloro-2-(4-isopropylpiperazinyl)-5-(2-methoxyphenoxy)-4-pyrimidinyl]-benzenesulfonamide). Reaction SMILES: [C:1]([C:5]1[CH:10]=[CH:9][C:8]([S:11]([NH:14][C:15]2[C:20]([O:21][C:22]3[CH:27]=[CH:26][CH:25]=[CH:24][C:23]=3[O:28][CH3:29])=[C:19]([Cl:30])[N:18]=[C:17](Cl)[N:16]=2)(=[O:13])=[O:12])=[CH:7][CH:6]=1)([CH3:4])([CH3:3])[CH3:2].[CH:32]([N:35]1[CH2:40][CH2:39][NH:38][CH2:37][CH2:36]1)([CH3:34])[CH3:33]>>[C:1]([C:5]1[CH:10]=[CH:9][C:8]([S:11]([NH:14][C:15]2[C:20]([O:21][C:22]3[CH:27]=[CH:26][CH:25]=[CH:24][C:23]=3[O:28][CH3:29])=[C:19]([Cl:30])[N:18]=[C:17]([N:38]3[CH2:39][CH2:40][N:35]([CH:32]([CH3:34])[CH3:33])[CH2:36][CH2:37]3)[N:16]=2)(=[O:13])=[O:12])=[CH:7][CH:6]=1)([CH3:4])([CH3:2])[CH3:3]. Procedure details: The procedure described in Synthesis Example 2 was repeated by use of 4-t-butyl-N-[2,6-dichloro-5-(2-methoxyphenoxy)-4-pyrimidinyl]benzenesulfonamide (5) and 1-isopropylpiperazine, to thereby obtain the title compound as a pale yellow oil. Reactants: N1(N=CC=C1)C1=CC=C(C=C1)NC(OCC(Cl)(Cl)Cl)=O (2,2,2-trichloroethyl [4-(1H-pyrazol-1-yl)phenyl]carbamate), C1(=CC=CC=C1)C=1N=C(SC1)N1CCNCC1 (1-(4-phenyl-1,3-thiazol-2-yl)piperazine), C(C)(C)N(CC)C(C)C (diisopropylethylamine), CS(=O)C (dimethyl sulfoxide). Solvent: O (water). The product is C1(=CC=CC=C1)C=1N=C(SC1)N1CCN(CC1)C(=O)NC1=CC=C(C=C1)N1N=CC=C1 (4-(4-Phenyl-1,3-thiazol-2-yl)-N-[4-(1H-pyrazol-1-yl)phenyl]piperazine-1-carboxamide). RXN SMILES: [N:1]1([C:6]2[CH:11]=[CH:10][C:9]([NH:12][C:13](=[O:20])OCC(Cl)(Cl)Cl)=[CH:8][CH:7]=2)[CH:5]=[CH:4][CH:3]=[N:2]1.[C:21]1([C:27]2[N:28]=[C:29]([N:32]3[CH2:37][CH2:36][NH:35][CH2:34][CH2:33]3)[S:30][CH:31]=2)[CH:26]=[CH:25][CH:24]=[CH:23][CH:22]=1.C(N(C(C)C)CC)(C)C.CS(C)=O>O>[C:21]1([C:27]2[N:28]=[C:29]([N:32]3[CH2:37][CH2:36][N:35]([C:13]([NH:12][C:9]4[CH:8]=[CH:7][C:6]([N:1]5[CH:5]=[CH:4][CH:3]=[N:2]5)=[CH:11][CH:10]=4)=[O:20])[CH2:34][CH2:33]3)[S:30][CH:31]=2)[CH:22]=[CH:23][CH:24]=[CH:25][CH:26]=1. Reported procedure: A solution of 2,2,2-trichloroethyl [4-(1H-pyrazol-1-yl)phenyl]carbamate (200 mg, 0.598 mmol), 1-(4-phenyl-1,3-thiazol-2-yl)piperazine (147 mg, 0.598 mmol), diisopropylethylamine (0.208 ml, 1.20 mmol) and dimethyl sulfoxide (4 ml) was stirred at 70° C. for 24 hours, the reaction mixture was poured into water, and the mixture was extracted with ethyl acetate. The extract was washed with water, and dried over anhydrous magnesium sulfate. The solvent was distilled off under reduced pressure, and the... Reactants: CCO, CC(C)(C)[O-], COCCOC, [K+], [Na+], O=C([O-])O, CC(C)(C)OC(=O)C1(CN2CCC(=O)CC2)CCOCC1, [C-]#[N+]CS(=O)(=O)c1ccc(C)cc1. Product: CC(C)(C)OC(=O)C1(CN2CCC(C#N)CC2)CCOCC1. Reaction SMILES: [CH3:35][CH2:36][OH:37].[CH3:38][C:39]([CH3:40])([O-:41])[CH3:42].[CH3:49][O:50][CH2:51][CH2:52][O:53][CH3:54].[K+:43].[Na+:48].[O-:44][C:45]([OH:46])=[O:47].[O:1]=[C:2]1[CH2:3][CH2:4][N:5]([CH2:8][C:9]2([C:15](=[O:16])[O:17][C:18]([CH3:19])([CH3:20])[CH3:21])[CH2:10][CH2:11][O:12][CH2:13][CH2:14]2)[CH2:6][CH2:7]1.[c:22]1([CH3:23])[cH:24][cH:25][c:26]([S:27](=[O:29])(=[O:30])[CH2:31][N+:32]#[C-:28])[cH:33][cH:34]1>>[CH:2]1([C:31]#[N:32])[CH2:3][CH2:4][N:5]([CH2:8][C:9]2([C:15](=[O:16])[O:17][C:18]([CH3:19])([CH3:20])[CH3:21])[CH2:10][CH2:11][O:12][CH2:13][CH2:14]2)[CH2:6][CH2:7]1. Reactants: ClC1=CC=C(C=C1)N1C(=NC2=C(C1=O)C=NN2C2=CC=CC=C2)C2=CC=C(C=C2)C2=NNC=C2 (5-(4-chloro-phenyl)-1-phenyl-6-[4-(1H-pyrazol-3-yl)-phenyl]-1,5-dihydro-pyrazolo[3,4-d]pyrimidin-4-one), C(=O)([O-])[O-].[K+].[K+] (K2CO3), O (water), CI (MeI). Solvent: CC#N (MeCN). Run at temperature 60 celsius. The product is ClC1=CC=C(C=C1)N1C(=NC2=C(C1=O)C=NN2C2=CC=CC=C2)C2=CC=C(C=C2)C2=NN(C=C2)C (5-(4-chloro-phenyl)-6-[4-(1-methyl-1H-pyrazol-3-yl)-phenyl]-1-phenyl-1,5-dihydro-pyrazolo[3,4-d]pyrimidin-4-one). Yield: 99.2%. As a reaction SMILES: [Cl:1][C:2]1[CH:7]=[CH:6][C:5]([N:8]2[C:13](=[O:14])[C:12]3[CH:15]=[N:16][N:17]([C:18]4[CH:23]=[CH:22][CH:21]=[CH:20][CH:19]=4)[C:11]=3[N:10]=[C:9]2[C:24]2[CH:29]=[CH:28][C:27]([C:30]3[CH:34]=[CH:33][NH:32][N:31]=3)=[CH:26][CH:25]=2)=[CH:4][CH:3]=1.[C:35]([O-])([O-])=O.[K+].[K+].CI.O>CC#N>[Cl:1][C:2]1[CH:3]=[CH:4][C:5]([N:8]2[C:13](=[O:14])[C:12]3[CH:15]=[N:16][N:17]([C:18]4[CH:19]=[CH:20][CH:21]=[CH:22][CH:23]=4)[C:11]=3[N:10]=[C:9]2[C:24]2[CH:29]=[CH:28][C:27]([C:30]3[CH:34]=[CH:33][N:32]([CH3:35])[N:31]=3)=[CH:26][CH:25]=2)=[CH:6][CH:7]=1 |f:1.2.3|. Procedure: To a solution of 5-(4-chloro-phenyl)-1-phenyl-6-[4-(1H-pyrazol-3-yl)-phenyl]-1,5-dihydro-pyrazolo[3,4-d]pyrimidin-4-one (4 mg, 0.008 mmol) in MeCN (0.5 mL) is added K2CO3 (5 mg) followed by MeI (0.05 mL). The mixture is heated to 60° C. for 16 h and then cooled down to room temperature. The reaction mixture is then treated with water (3 mL) and extracted with EtOAc. The combined extracts is concentrated and purified by preparative thin layer chromatography (silica gel, 30% EtOA/hexane) to provid... The reagents and catalysts are [C].[Pd] (palladium-carbon). RXN SMILES: [CH3:1][C:2]1[O:6][C:5]([C:7]2[CH:12]=[CH:11][CH:10]=[CH:9][CH:8]=2)=[N:4][C:3]=1[CH2:13][O:14][C:15]1[CH:39]=[CH:38][C:18]([CH2:19][N:20]2[CH:24]=[C:23]([C:25]3[CH:30]=[CH:29][CH:28]=[CH:27][N:26]=3)[C:22](/[CH:31]=[CH:32]/[C:33]([O:35][CH2:36][CH3:37])=[O:34])=[CH:21]2)=[CH:17][CH:16]=1.[H][H]>[C].[Pd].O1CCCC1>[CH3:1][C:2]1[O:6][C:5]([C:7]2[CH:12]=[CH:11][CH:10]=[CH:9][CH:8]=2)=[N:4][C:3]=1[CH2:13][O:14][C:15]1[CH:39]=[CH:38][C:18]([CH2:19][N:20]2[CH:24]=[C:23]([C:25]3[CH:30]=[CH:29][CH:28]=[CH:27][N:26]=3)[C:22]([CH2:31][CH2:32][C:33]([O:35][CH2:36][CH3:37])=[O:34])=[CH:21]2)=[CH:17][CH:16]=1 |f:2.3|. Procedure: A mixture of ethyl(E)-3-[1-[4-(5-methyl-2-phenyl-4-oxazolylmethoxy)benzyl]-4-(2-pyridyl)-3-pyrrolyl]propenoate (1.80 g), 5% palladium-carbon (2.32 g) and tetrahydrofuran (30 ml) was stirred overnight in a hydrogen atmosphere at room temperature. After the palladium-carbon was removed by filtration, the filtrate was concentrated. The residue was subjected to silica gel column chromatograpy, and ethyl 3-[1-[4-(5-methyl-2-phenyl-4-oxazolylmethoxy)benzyl]-4-(2-pyridyl)-3-pyrrolyl]propionate (1.61 g,... The solvent is O1CCCC1 (tetrahydrofuran). Yield: 89.1%. Yields the product CC1=C(N=C(O1)C1=CC=CC=C1)COC1=CC=C(CN2C=C(C(=C2)C2=NC=CC=C2)CCC(=O)OCC)C=C1 (ethyl 3-[1-[4-(5-methyl-2-phenyl-4-oxazolylmethoxy)benzyl]-4-(2-pyridyl)-3-pyrrolyl]propionate). The reactants are CC1=C(N=C(O1)C1=CC=CC=C1)COC1=CC=C(CN2C=C(C(=C2)C2=NC=CC=C2)/C=C/C(=O)OCC)C=C1 (ethyl(E)-3-[1-[4-(5-methyl-2-phenyl-4-oxazolylmethoxy)benzyl]-4-(2-pyridyl)-3-pyrrolyl]propenoate), [H][H] (hydrogen). The reactants are FC(C(=O)O)(F)F.FC=1C=C(C=CC1C=1SC2=NC(=CC=C2N1)C1(CC1)C1=CC=CC=C1)[C@H]1C[C@H](NC1)C(=O)O ((2S,4R)-4-(3-fluoro-4-(5-(1-phenylcyclopropyl)thiazolo[5,4-b]pyridine-2-yl)phenyl)pyrrolidine-2-carboxylic acid trifluoroacetic acid salt), C(#N)[BH3-].[Na+] (sodium cyanoborohydride). Solvent: C(C)#N (ACN). Reaction conditions: time 1 hour. Yields the product FC(C(=O)O)(F)F.FC=1C=C(C=CC1C=1SC2=NC(=CC=C2N1)C1(CC1)C1=CC=CC=C1)[C@H]1C[C@H](N(C1)C)C(=O)O ((2S,4R)-4-(3-fluoro-4-(5-(1-phenylcyclopropyl)thiazolo[5,4-b]pyridine-2-yl)phenyl)-1-methylpyrrolidine-2-carboxylic acid trifluoroacetic acid salt). RXN SMILES: [F:1][C:2]([F:7])([F:6])[C:3]([OH:5])=[O:4].[F:8][C:9]1[CH:10]=[C:11]([C@@H:33]2[CH2:37][NH:36][C@H:35]([C:38]([OH:40])=[O:39])[CH2:34]2)[CH:12]=[CH:13][C:14]=1[C:15]1[S:16][C:17]2[C:22]([N:23]=1)=[CH:21][CH:20]=[C:19]([C:24]1([C:27]3[CH:32]=[CH:31][CH:30]=[CH:29][CH:28]=3)[CH2:26][CH2:25]1)[N:18]=2.[C:41]([BH3-])#N.[Na+]>C(#N)C>[F:1][C:2]([F:7])([F:6])[C:3]([OH:5])=[O:4].[F:8][C:9]1[CH:10]=[C:11]([C@@H:33]2[CH2:37][N:36]([CH3:41])[C@H:35]([C:38]([OH:40])=[O:39])[CH2:34]2)[CH:12]=[CH:13][C:14]=1[C:15]1[S:16][C:17]2[C:22]([N:23]=1)=[CH:21][CH:20]=[C:19]([C:24]1([C:27]3[CH:32]=[CH:31][CH:30]=[CH:29][CH:28]=3)[CH2:25][CH2:26]1)[N:18]=2 |f:0.1,2.3,5.6|. Reported procedure: To a slurry of (2S,4R)-4-(3-fluoro-4-(5-(1-phenylcyclopropyl)thiazolo[5,4-b]pyridine-2-yl)phenyl)pyrrolidine-2-carboxylic acid trifluoroacetic acid salt (0.048 g, 0.084 mmol) formaldehyde (0.050 mL, 0.67 mmol) acetic acid (0.048 mL, 0.84 mmol) in 2 mL ACN was added sodium cyanoborohydride (0.011 g, 0.17 mmol). After 1 h, the reaction mixture was concentrated, dissolved in DMSO/TFA, and purified by RPHPLC, gradient of ACN/TFA in H2O/TFA to give (2S,4R)-4-(3-fluoro-4-(5-(1-phenylcyclopropyl)thiazo... Starting materials: [OH-].[Na+] (sodium hydroxide), OC=1C=C(C=O)C=CC1OC (3-hydroxy-4-methoxybenzaldehyde), C(C1=CC=CC=C1)(=O)Cl (benzoyl chloride). The solvent is O (water). Reaction conditions: time 1 hour. The product is C(C1=CC=CC=C1)(=O)OC1=C(C=CC(=C1)C=O)OC (2-methoxy-5-formylphenyl benzoate). As a reaction SMILES: [OH:1][C:2]1[CH:3]=[C:4]([CH:7]=[CH:8][C:9]=1[O:10][CH3:11])[CH:5]=[O:6].[OH-].[Na+].[C:14](Cl)(=[O:21])[C:15]1[CH:20]=[CH:19][CH:18]=[CH:17][CH:16]=1>O>[C:14]([O:1][C:2]1[CH:3]=[C:4]([CH:5]=[O:6])[CH:7]=[CH:8][C:9]=1[O:10][CH3:11])(=[O:21])[C:15]1[CH:20]=[CH:19][CH:18]=[CH:17][CH:16]=1 |f:1.2|. Reported procedure: A stirred suspension of 3-hydroxy-4-methoxybenzaldehyde (50 g) in water (200 mL) at between 0° and 5° C. is treated dropwise with an aqueous solution of sodium hydroxide (200 mL; 20% w/v), followed at between 0° and 5° C. by benzoyl chloride (38 mL). The reaction mixture is stirred at between 0° and 5° C. for 1 hour and then it is allowed to warm to room temperature and is stirred for a further period of 2 hours. The resulting solution is extracted with dichloromethane (2×200 mL) and the combine...